From a dataset of the Open Reaction Database (ORD), a public repository of structured organic reaction records. describe an organic reaction: reactants, conditions, products, and yield Starting materials: C(C)(C)(C)OC(NC1=C(C=C(C=C1)C1CC1)N)=O ((2-amino-4-cyclopropyl-phenyl)-carbamic acid tert.-butyl ester), CC1(OC(C=C(O1)C=1C=C(C#N)C=CC1)=O)C (3-(2,2-dimethyl-6-oxo-6H-[1,3]dioxin-4-yl)-benzonitrile). Product: C(C)(C)(C)OC(NC1=C(C=C(C=C1)C1CC1)NC(CC(=O)C1=CC(=CC=C1)C#N)=O)=O ({2-[3-(3-Cyano-phenyl)-3-oxo-propionylamino]-4-cyclopropyl-phenyl}-carbamic acid tert.-butyl ester). Reaction SMILES: [C:1]([O:5][C:6](=[O:18])[NH:7][C:8]1[CH:13]=[CH:12][C:11]([CH:14]2[CH2:16][CH2:15]2)=[CH:10][C:9]=1[NH2:17])([CH3:4])([CH3:3])[CH3:2].CC1(C)[O:25][C:24]([C:26]2[CH:27]=[C:28]([CH:31]=[CH:32][CH:33]=2)[C:29]#[N:30])=[CH:23][C:22](=O)[O:21]1>>[C:1]([O:5][C:6](=[O:18])[NH:7][C:8]1[CH:13]=[CH:12][C:11]([CH:14]2[CH2:16][CH2:15]2)=[CH:10][C:9]=1[NH:17][C:22](=[O:21])[CH2:23][C:24]([C:26]1[CH:33]=[CH:32][CH:31]=[C:28]([C:29]#[N:30])[CH:27]=1)=[O:25])([CH3:4])([CH3:2])[CH3:3]. Procedure details: Prepared from (2-amino-4-cyclopropyl-phenyl)-carbamic acid tert.-butyl ester (Example G48) and 3-(2,2-dimethyl-6-oxo-6H-[1,3]dioxin-4-yl)-benzonitrile (Example J4) according to the general procedure K. Obtained as a light brown solid (92 mg).